This data is from the Open Reaction Database (ORD), a public repository of structured organic reaction records. The task is: describe an organic reaction: reactants, conditions, products, and yield The product is C1(=CC=CC=C1)CC(=O)NC1[C@@H]2N(C(C(CS2)=C)C(=O)OC(C2=CC=CC=C2)C2=CC=CC=C2)C1=O (benzhydryl 7-phenylacetamido-3-methylenecepham-4-carboxylate). Procedure: To N,N-dimethylformamide (20 ml) were added thiourea (0.76 g), zinc powder (0.5 g) and a solution of ammonium chloride (0.67 g) in water (3 ml). To the mixture was added benzhydryl 7-phenylacetamido-3-chloromethyl-3-cephem-4-carboxylate (2.67 g) under cooling to -15° C. with stirring, and the mixture was stirred for an hour at -15° to -10° C., and then filtered. To the filtrate were added ethyl acetate (100 ml) and water (100 ml), and the organic layer was separated therefrom. The organic layer ... Reagents/catalysts: [Zn] (zinc). Isolated yield 88.1%. RXN SMILES: CN(C)C=O.NC(N)=S.[Cl-].[NH4+].[C:12]1([CH2:18][C:19]([NH:21][CH:22]2[C:47](=[O:48])[N:24]3[C:25]([C:31]([O:33][CH:34]([C:41]4[CH:46]=[CH:45][CH:44]=[CH:43][CH:42]=4)[C:35]4[CH:40]=[CH:39][CH:38]=[CH:37][CH:36]=4)=[O:32])=[C:26]([CH2:29]Cl)[CH2:27][S:28][C@H:23]23)=[O:20])[CH:17]=[CH:16][CH:15]=[CH:14][CH:13]=1>O.[Zn]>[C:12]1([CH2:18][C:19]([NH:21][CH:22]2[C:47](=[O:48])[N:24]3[CH:25]([C:31]([O:33][CH:34]([C:35]4[CH:36]=[CH:37][CH:38]=[CH:39][CH:40]=4)[C:41]4[CH:42]=[CH:43][CH:44]=[CH:45][CH:46]=4)=[O:32])[C:26](=[CH2:29])[CH2:27][S:28][C@H:23]23)=[O:20])[CH:17]=[CH:16][CH:15]=[CH:14][CH:13]=1 |f:2.3|. Run at temperature -15 celsius. Run in O (water). Reactants: C1(=CC=CC=C1)CC(=O)NC1[C@@H]2N(C(=C(CS2)CCl)C(=O)OC(C2=CC=CC=C2)C2=CC=CC=C2)C1=O (benzhydryl 7-phenylacetamido-3-chloromethyl-3-cephem-4-carboxylate), CN(C=O)C (N,N-dimethylformamide), NC(=S)N (thiourea), [Cl-].[NH4+] (ammonium chloride). Reactants: OC1(CCC2=CC(=CC=C12)OC)C(F)(F)F (1-Hydroxy-5-methoxy-1-(trifluoromethyl)indan), P(Br)(Br)Br (PBr3). Conditions: temperature 80 celsius, time 6 hour. Run in O (water). The product is COC1=CC=C2C(=CCC2=C1)C(F)(F)F (6-Methoxy-3-(trifluoromethyl)indene). The yield is 92.7%. Procedure: To a stirred Compound 62(850 mg, 3.66 mmol) was added PBr3(9.90 g, 36.6 mmol) with ice-cooling. The reaction mixture was stirred at 80° C. for 6 h. The mixture was diluted with water with ice-cooling and extracted with CH2Cl2. The combined solution was washed with sat. NaHCO3 and brine, dried(MgSO4) and concentrated in vacuo to give crude product as a yellow oil. The crude product was purified by column chromatography on silica gel with hexane-ethyl acetate(50:1-40:1) to give Compound 63(727 mg,... Reaction SMILES: O[C:2]1([C:13]([F:16])([F:15])[F:14])[C:10]2[C:5](=[CH:6][C:7]([O:11][CH3:12])=[CH:8][CH:9]=2)[CH2:4][CH2:3]1.P(Br)(Br)Br>O>[CH3:12][O:11][C:7]1[CH:6]=[C:5]2[C:10]([C:2]([C:13]([F:14])([F:15])[F:16])=[CH:3][CH2:4]2)=[CH:9][CH:8]=1. RXN SMILES: [CH3:18][OH:19].[CH3:1][O:2][C:3]([c:4]1[cH:5][c:6]([N+:14]([O-:15])=[O:16])[c:7]([NH:10][CH2:11][CH2:12][OH:13])[cH:8][cH:9]1)=[O:17]>>[CH3:1][O:2][C:3]([c:4]1[cH:5][c:6]([NH2:14])[c:7]([NH:10][CH2:11][CH2:12][OH:13])[cH:8][cH:9]1)=[O:17]. Yields the product COC(=O)c1ccc(NCCO)c(N)c1. The reactants are CO, COC(=O)c1ccc(NCCO)c([N+](=O)[O-])c1. Starting materials: C[Si](C)(C)OCC#C (O-Trimethylsilylpropargyl alcohol), C(C)[Mg]Br (ethylmagnesium bromide), C(C1=CC=CC=C1)N1CC(CCC1)=O (1-benzyl-3-piperidone), [F-].C(CCC)[N+](CCCC)(CCCC)CCCC (tetrabutylammonium fluoride). Solvent: O1CCCC1 (tetrahydrofuran), O1CCCC1 (tetrahydrofuran). Reaction conditions: temperature 0 celsius, time 15 minute. Product: C(C1=CC=CC=C1)N1CC(CCC1)(O)C#CCO (1-Benzyl-3-(3-hydroxy-1-propyn-1-yl)piperidin-3-ol). Isolated yield 94.9%. RXN SMILES: C[Si]([O:5][CH2:6][C:7]#[CH:8])(C)C.C([Mg]Br)C.[CH2:13]([N:20]1[CH2:25][CH2:24][CH2:23][C:22](=[O:26])[CH2:21]1)[C:14]1[CH:19]=[CH:18][CH:17]=[CH:16][CH:15]=1.[F-].C([N+](CCCC)(CCCC)CCCC)CCC>O1CCCC1>[CH2:13]([N:20]1[CH2:25][CH2:24][CH2:23][C:22]([C:8]#[C:7][CH2:6][OH:5])([OH:26])[CH2:21]1)[C:14]1[CH:15]=[CH:16][CH:17]=[CH:18][CH:19]=1 |f:3.4|. Procedure details: O-Trimethylsilylpropargyl alcohol (15.4 ml, 100 mmol) was added slowly at 0 to 5° C. to a cooled (0° C.) solution of ethylmagnesium bromide (1 M in tetrahydrofuran, 100 ml, 100 mmmol) in tetrahydrofuran. The reaction mixture was stirred at 0° C. for 15 minutes and then allowed to warm to room temperature over 30 minutes (exotherm and gas evolution observed), before recooling to 0° C. To this was added a solution of 1-benzyl-3-piperidone (15.16 g, 80.1 mmol) in tetrahydrofuran (30 ml), keeping th... Reactants: ClC=1C(=C(C=CC1)NC1=NC=NC2=CC(=C(C=C12)CNC1(CCOCC1)C(=O)O)OC)F (4-[({4-[(3-chloro-2-fluorophenyl)amino]-7-methoxyquinazolin-6-yl}methyl)amino]tetrahydro-2H-pyran-4-carboxylic acid), C=O (paraformaldehyde). Yields the product ClC=1C(=C(C=CC1)NC1=NC=NC2=CC(=C(C=C12)CN(C1(CCOCC1)C(=O)O)C)OC)F (4-[({4-[(3-chloro-2-fluorophenyl)amino]-7-methoxyquinazolin-6-yl}methyl)(methyl)amino]tetrahydro-2H-pyran-4-carboxylic acid). As a reaction SMILES: [Cl:1][C:2]1[C:3]([F:32])=[C:4]([NH:8][C:9]2[C:18]3[C:13](=[CH:14][C:15]([O:30][CH3:31])=[C:16]([CH2:19][NH:20][C:21]4([C:27]([OH:29])=[O:28])[CH2:26][CH2:25][O:24][CH2:23][CH2:22]4)[CH:17]=3)[N:12]=[CH:11][N:10]=2)[CH:5]=[CH:6][CH:7]=1.[CH2:33]=O>>[Cl:1][C:2]1[C:3]([F:32])=[C:4]([NH:8][C:9]2[C:18]3[C:13](=[CH:14][C:15]([O:30][CH3:31])=[C:16]([CH2:19][N:20]([CH3:33])[C:21]4([C:27]([OH:29])=[O:28])[CH2:26][CH2:25][O:24][CH2:23][CH2:22]4)[CH:17]=3)[N:12]=[CH:11][N:10]=2)[CH:5]=[CH:6][CH:7]=1. Procedure details: 4-[({4-[(3-chloro-2-fluorophenyl)amino]-7-methoxyquinazolin-6-yl}methyl)amino]tetrahydro-2H-pyran-4-carboxylic acid was coupled with paraformaldehyde using an analogous method to that described for the equivalent step in Example 11 to give 4-[({4-[(3-chloro-2-fluorophenyl)amino]-7-methoxyquinazolin-6-yl}methyl)(methyl)amino]tetrahydro-2H-pyran-4-carboxylic acid; 1H NMR Spectrum: (DMSO-d6) 1.70-1.89 (m, 2H), 2.05-2.19 (m, 2H), 2.20 (s, 3H), 3.10-3.60 (m, 2H+ H2O), 3.70 (s, 2H), 3.88 (m, 2H), 3.93...